Dataset: the Open Reaction Database (ORD), a public repository of structured organic reaction records. Task: describe an organic reaction: reactants, conditions, products, and yield Starting materials: ClCCOC1=CC=2N(C=C1)N=C(C2C=2SC(=C(N2)C2=C(C=CC=C2OC)F)C2=NN(C=N2)C2OCCCC2)C (5-(2-chloroethoxy)-3-{4-(2-fluoro-6-methoxyphenyl)-5-[1-(tetrahydro-2H-pyran-2-yl)-1H-1,2,4-triazol-3-yl]-1,3-thiazol-2-yl}-2-methylpyrazolo[1,5-a]pyridine), [I-].[Na+] (sodium iodide), Cl (hydrochloric acid), CS(=O)(=O)N1CCNCC1 (1-methanesulfonylpiperazine), C([O-])([O-])=O.[K+].[K+] (potassium carbonate). Solvent: C1CCOC1 (THF), CCOC(=O)C (EtOAc), CO (MeOH), C1CCOC1 (THF). The product is FC1=C(C(=CC=C1)OC)C=1N=C(SC1C1=NNC=N1)C=1C(=NN2C1C=C(C=C2)OCCN2CCN(CC2)S(=O)(=O)C)C (3-[4-(2-fluoro-6-methoxyphenyl)-5-(1H-1,2,4-triazol-3-yl)-1,3-thiazol-2-yl]-2-methyl-5-{2-[4-(methylsulfonyl)piperazin-1-yl]ethoxy}pyrazolo[1,5-a]pyridine). RXN SMILES: Cl[CH2:2][CH2:3][O:4][C:5]1[CH:10]=[CH:9][N:8]2[N:11]=[C:12]([CH3:39])[C:13]([C:14]3[S:15][C:16]([C:28]4[N:32]=[CH:31][N:30](C5CCCCO5)[N:29]=4)=[C:17]([C:19]4[C:24]([O:25][CH3:26])=[CH:23][CH:22]=[CH:21][C:20]=4[F:27])[N:18]=3)=[C:7]2[CH:6]=1.[CH3:40][S:41]([N:44]1[CH2:49][CH2:48][NH:47][CH2:46][CH2:45]1)(=[O:43])=[O:42].C(=O)([O-])[O-].[K+].[K+].[I-].[Na+].Cl>C1COCC1.CO.CCOC(C)=O>[F:27][C:20]1[CH:21]=[CH:22][CH:23]=[C:24]([O:25][CH3:26])[C:19]=1[C:17]1[N:18]=[C:14]([C:13]2[C:12]([CH3:39])=[N:11][N:8]3[CH:9]=[CH:10][C:5]([O:4][CH2:3][CH2:2][N:47]4[CH2:48][CH2:49][N:44]([S:41]([CH3:40])(=[O:43])=[O:42])[CH2:45][CH2:46]4)=[CH:6][C:7]=23)[S:15][C:16]=1[C:28]1[N:32]=[CH:31][NH:30][N:29]=1 |f:2.3.4,5.6|. Reported procedure: According to the similar manner described in Example 88-B (ii) and (iii), the title compound (162 mg, 70%) has been obtained as a colorless solid using 5-(2-chloroethoxy)-3-{4-(2-fluoro-6-methoxyphenyl)-5-[1-(tetrahydro-2H-pyran-2-yl)-1H-1,2,4-triazol-3-yl]-1,3-thiazol-2-yl}-2-methylpyrazolo[1,5-a]pyridine (215 mg, 0.378 mmol) obtained in Example 86-B3 (i), 1-methanesulfonylpiperazine (124 mg, 0.756 mmol), potassium carbonate (104 mg, 0.756 mmol) and sodium iodide (113 mg, 0.756 mmol) by standar... Starting materials: Cc1cc(=O)n2c3c(cc(C(O)(C(F)(F)F)C(F)(F)F)cc13)SCC2, COS(=O)(=O)OC, CCO, [H-], [Na+], CN(C)C=O. Yields the product COC(c1cc2c3c(c1)c(C)cc(=O)n3CCS2)(C(F)(F)F)C(F)(F)F. Reaction SMILES: [CH3:1][c:2]1[cH:3][c:4](=[O:25])[n:5]2[c:6]3[c:7]([cH:8][c:9]([C:12]([C:13]([F:14])([F:15])[F:16])([C:17]([F:18])([F:19])[F:20])[OH:21])[cH:10][c:11]13)[S:22][CH2:23][CH2:24]2.[CH3:28][O:29][S:30]([O:31][CH3:32])(=[O:33])=[O:34].[CH3:35][CH2:36][OH:37].[H-:26].[Na+:27].[O:38]=[CH:39][N:40]([CH3:41])[CH3:42]>>[CH3:1][c:2]1[cH:3][c:4](=[O:25])[n:5]2[c:6]3[c:7]([cH:8][c:9]([C:12]([C:13]([F:14])([F:15])[F:16])([C:17]([F:18])([F:19])[F:20])[O:21][CH3:28])[cH:10][c:11]13)[S:22][CH2:23][CH2:24]2. The reactants are COc1ccc(Br)cc1C(F)(F)F, Br, CC(=O)O, [K+], [K+], O=C([O-])[O-], O. The product is Oc1ccc(Br)cc1C(F)(F)F. Reaction SMILES: [Br:1][c:2]1[cH:3][c:4]([C:10]([F:11])([F:12])[F:13])[c:5]([O:8][CH3:9])[cH:6][cH:7]1.[BrH:20].[CH3:21][C:22](=[O:23])[OH:24].[K+:14].[K+:15].[O-:16][C:17]([O-:18])=[O:19].[OH2:25]>>[Br:1][c:2]1[cH:3][c:4]([C:10]([F:11])([F:12])[F:13])[c:5]([OH:8])[cH:6][cH:7]1. Reactants: CN1CCN(CCCO)CC1, COc1cc2ncnc(Cl)c2cc1O. Yields the product COc1cc2ncnc(Cl)c2cc1OCCCN1CCN(C)CC1. Reaction SMILES: [CH3:15][N:16]1[CH2:17][CH2:18][N:19]([CH2:22][CH2:23][CH2:24][OH:25])[CH2:20][CH2:21]1.[Cl:1][c:2]1[n:3][cH:4][n:5][c:6]2[cH:7][c:8]([O:13][CH3:14])[c:9]([OH:12])[cH:10][c:11]12>>[Cl:1][c:2]1[n:3][cH:4][n:5][c:6]2[cH:7][c:8]([O:13][CH3:14])[c:9]([O:12][CH2:24][CH2:23][CH2:22][N:19]3[CH2:18][CH2:17][N:16]([CH3:15])[CH2:21][CH2:20]3)[cH:10][c:11]12. The reactants are FC=1C=C(C#N)C=CC1C(F)(F)F (3-fluoro-4-(trifluoromethyl)benzonitrile), ClC1=C(C=C(C=C1)CC(=O)O)O ((4-Chloro-3-hydroxyphenyl)acetic acid). The product is ClC1=C(C=C(C=C1)CC(=O)O)OC1=C(C=CC(=C1)C(F)(F)F)C#N ({4-chloro-3-[2-cyano-5-(trifluoromethyl)phenoxy]phenyl}acetic acid). Reaction SMILES: F[C:2]1[CH:3]=[C:4]([CH:7]=[CH:8][C:9]=1[C:10]([F:13])([F:12])[F:11])[C:5]#[N:6].[Cl:14][C:15]1[CH:20]=[CH:19][C:18]([CH2:21][C:22]([OH:24])=[O:23])=[CH:17][C:16]=1[OH:25]>>[Cl:14][C:15]1[CH:20]=[CH:19][C:18]([CH2:21][C:22]([OH:24])=[O:23])=[CH:17][C:16]=1[O:25][C:7]1[CH:8]=[C:9]([C:10]([F:13])([F:12])[F:11])[CH:2]=[CH:3][C:4]=1[C:5]#[N:6]. Reported procedure: The title compound was prepared by the method of example 2 step (iii) using 3-fluoro-4-(trifluoromethyl)benzonitrile and the product of example 1 step (iii). Reactants: CCOC(=O)C(=O)OCC, CCOCC, CCBr, [Cl-], Clc1ccc(I)c(Cl)c1, [Mg], [NH4+]. Product: CCOC(=O)C(=O)c1ccc(Cl)cc1Cl. As a reaction SMILES: [CH2:14]([CH3:15])[O:16][C:17]([C:18](=[O:19])[O:20][CH2:21][CH3:22])=[O:23].[CH2:26]([O:27][CH2:28][CH3:29])[CH3:30].[CH2:2]([Br:3])[CH3:4].[Cl-:24].[Cl:5][c:6]1[cH:7][c:8]([Cl:13])[c:9]([I:12])[cH:10][cH:11]1.[Mg:1].[NH4+:25]>>[Cl:5][c:6]1[cH:7][c:8]([Cl:13])[c:9]([C:18]([C:17]([O:16][CH2:14][CH3:15])=[O:23])=[O:19])[cH:10][cH:11]1.